Dataset: the Open Reaction Database (ORD), a public repository of structured organic reaction records. Task: describe an organic reaction: reactants, conditions, products, and yield The reactants are CCOC(=O)c1ccc(N2CCN(Cc3c[nH]c4ncccc34)CC2)cc1, CCO, [Na+], [OH-]. Yields the product O=C(O)c1ccc(N2CCN(Cc3c[nH]c4ncccc34)CC2)cc1. Reaction SMILES: [CH2:1]([CH3:2])[O:3][C:4](=[O:5])[c:6]1[cH:7][cH:8][c:9]([N:12]2[CH2:13][CH2:14][N:15]([CH2:18][c:19]3[cH:20][nH:21][c:22]4[n:23][cH:24][cH:25][cH:26][c:27]34)[CH2:16][CH2:17]2)[cH:10][cH:11]1.[CH3:30][CH2:31][OH:32].[Na+:29].[OH-:28]>>[O:3]=[C:4]([OH:5])[c:6]1[cH:7][cH:8][c:9]([N:12]2[CH2:13][CH2:14][N:15]([CH2:18][c:19]3[cH:20][nH:21][c:22]4[n:23][cH:24][cH:25][cH:26][c:27]34)[CH2:16][CH2:17]2)[cH:10][cH:11]1. Yields the product CC(C)(C)OC(=O)NC1C(=O)NC1CCC(=O)CO[Si](C)(C)C(C)(C)C. As a reaction SMILES: [C:1]([CH3:2])([CH3:3])([CH3:4])[O:5][C:6]([NH:7][CH:8]1[CH:9]([CH2:24][CH2:25][C:26]([CH2:27][O:28][Si:29]([CH3:30])([CH3:31])[C:32]([CH3:33])([CH3:34])[CH3:35])=[O:36])[N:10]([CH2:13][c:14]2[cH:15][cH:16][c:17]([O:18][CH3:19])[cH:20][c:21]2[O:22][CH3:23])[C:11]1=[O:12])=[O:37].[CH3:56][C:57]#[N:58].[K+:48].[K+:49].[Na+:50].[Na+:51].[O-:52][C:53](=[O:54])[O-:55].[OH2:59].[S:38]([O:39][O:40][S:41]([O-:42])(=[O:43])=[O:44])([O-:45])(=[O:46])=[O:47]>>[C:1]([CH3:2])([CH3:3])([CH3:4])[O:5][C:6]([NH:7][CH:8]1[CH:9]([CH2:24][CH2:25][C:26]([CH2:27][O:28][Si:29]([CH3:30])([CH3:31])[C:32]([CH3:33])([CH3:34])[CH3:35])=[O:36])[NH:10][C:11]1=[O:12])=[O:37]. The reactants are COc1ccc(CN2C(=O)C(NC(=O)OC(C)(C)C)C2CCC(=O)CO[Si](C)(C)C(C)(C)C)c(OC)c1, CC#N, [K+], [K+], [Na+], [Na+], O=C([O-])[O-], O, O=S(=O)([O-])OOS(=O)(=O)[O-]. Yields the product Nc1nc(N)c2ncn(C3C=CC(CO)C3)c2n1. Starting materials: Nc1nc(Cl)c2ncn(C3C=CC(CO)C3)c2n1, N. RXN SMILES: [NH2:1][c:2]1[n:3][c:4]([Cl:18])[c:5]2[n:6][cH:7][n:8]([CH:11]3[CH:12]=[CH:13][CH:14]([CH2:16][OH:17])[CH2:15]3)[c:9]2[n:10]1.[NH3:19]>>[NH2:1][c:2]1[n:3][c:4]([NH2:19])[c:5]2[n:6][cH:7][n:8]([CH:11]3[CH:12]=[CH:13][CH:14]([CH2:16][OH:17])[CH2:15]3)[c:9]2[n:10]1. Reactants: C([O-])(O)=O.[Na+] (sodium bicarbonate), C1(=CC=CC=C1)C(N1CC(C1)OS(=O)(=O)C)C1=CC=CC=C1 (1-diphenylmethyl-3-methanesulphonyloxyazetidine), N1CCCCC1 (piperidine), C([O-])([O-])=O.[K+].[K+] (potassium carbonate). The solvent is [Cl-].[Na+].O (brine), C(C)#N (acetonitrile). Product: C1(=CC=CC=C1)C(N1CC(C1)N1CCCCC1)C1=CC=CC=C1 (1-Diphenylmethyl-3-(piperidin-1-yl)azetidine). Yield: 0.2%. RXN SMILES: [C:1]1([CH:7]([C:17]2[CH:22]=[CH:21][CH:20]=[CH:19][CH:18]=2)[N:8]2[CH2:11][CH:10](OS(C)(=O)=O)[CH2:9]2)[CH:6]=[CH:5][CH:4]=[CH:3][CH:2]=1.[NH:23]1[CH2:28][CH2:27][CH2:26][CH2:25][CH2:24]1.C(=O)([O-])[O-].[K+].[K+].C(=O)(O)[O-].[Na+]>C(#N)C.[Cl-].[Na+].O>[C:1]1([CH:7]([C:17]2[CH:22]=[CH:21][CH:20]=[CH:19][CH:18]=2)[N:8]2[CH2:11][CH:10]([N:23]3[CH2:28][CH2:27][CH2:26][CH2:25][CH2:24]3)[CH2:9]2)[CH:6]=[CH:5][CH:4]=[CH:3][CH:2]=1 |f:2.3.4,5.6,8.9.10|. Procedure: A mixture of 1-diphenylmethyl-3-methanesulphonyloxyazetidine (see Preparation 54) (1.5 g, 1 mol. equiv.), piperidine (0.6 g, 1.5 mol. equiv.) and potassium carbonate (1.31 g, 2 mol. equiv.) in acetonitrile (20 ml) was heated under reflux under nitrogen for four hours. Saturated aqueous sodium bicarbonate solution and brine were added and the mixture extracted with ethyl acetate (2×40 ml). The organic extracts were combined and dried using magnesium sulphate. The organic solvent was removed under... Reactants: C1=CCCCCCCCCCC1 (Cyclododecene), [OH-].[Na+] (sodium hydroxide), ClC(C)Cl (dichloroethane), C(C)OS(=O)(=O)[O-].C(C)(CCCCCCCCCCCCCC)[S+](CC)C(C)CCCCCCCCCC (sec-hexadecyl sec-dodecyl ethylsulphonium ethylsulphate), CCCCCCCC (n-octane). The solvent is C(Cl)(Cl)Cl (chloroform). Yields the product ClC1(C2CCCCCCCCCCC12)Cl (13,13-dichlorobicyclo[10.1.0]tridecane). Isolated yield 98.0%. As a reaction SMILES: [CH:1]1[CH2:12][CH2:11][CH2:10][CH2:9][CH2:8][CH2:7][CH2:6][CH2:5][CH2:4][CH2:3][CH:2]=1.[OH-].[Na+].[Cl:15][CH:16]([Cl:18])C.C(OS([O-])(=O)=O)C.C([S+](C(CCCCCCCCCC)C)CC)(CCCCCCCCCCCCCC)C.CCCCCCCC>C(Cl)(Cl)Cl>[Cl:15][C:16]1([Cl:18])[CH:12]2[CH:1]1[CH2:2][CH2:3][CH2:4][CH2:5][CH2:6][CH2:7][CH2:8][CH2:9][CH2:10][CH2:11]2 |f:1.2,4.5|. Procedure: Cyclododecene (41.5 g), chloroform (225 ml), 50% aqueous sodium hydroxide solution (275 ml), dichloroethane (60 ml), sec-hexadecyl sec-dodecyl ethylsulphonium ethylsulphate (0.3 g) and n-octane (12 ml) were stirred together at ambient temperature for 10 hours. The product was recovered in a similar manner to that described in Example I(b) (yield 98%) The reactants are C1(=CC=CC=C1)N1N=C(C=C1C=1SC=CC1)CCC=O (3-(1-phenyl-5-(thiophene2-yl)-1H-pyrazol-3-yl)-propanal), [BH-](OC(=O)C)(OC(=O)C)OC(=O)C.[Na+] (NaBH(OAc)3), C1(=CC=CC=C1)N1CCNCC1 (1-phenylpiperazine), CCN(C(C)C)C(C)C (DIPEA). Product: C1(=CC=CC=C1)N1CCN(CC1)CCCC1=NN(C(=C1)C=1SC=CC1)C1=CC=CC=C1 (1-phenyl-4-(3-(1-phenyl-5-(thiophene-2-yl)-1H-pyrazol-3-yl)propyl)piperazine). Reaction SMILES: [C:1]1([N:7]2[C:11]([C:12]3[S:13][CH:14]=[CH:15][CH:16]=3)=[CH:10][C:9]([CH2:17][CH2:18][CH:19]=O)=[N:8]2)[CH:6]=[CH:5][CH:4]=[CH:3][CH:2]=1.[C:21]1([N:27]2[CH2:32][CH2:31][NH:30][CH2:29][CH2:28]2)[CH:26]=[CH:25][CH:24]=[CH:23][CH:22]=1.CCN(C(C)C)C(C)C.[BH-](OC(C)=O)(OC(C)=O)OC(C)=O.[Na+]>>[C:21]1([N:27]2[CH2:32][CH2:31][N:30]([CH2:19][CH2:18][CH2:17][C:9]3[CH:10]=[C:11]([C:12]4[S:13][CH:14]=[CH:15][CH:16]=4)[N:7]([C:1]4[CH:6]=[CH:5][CH:4]=[CH:3][CH:2]=4)[N:8]=3)[CH2:29][CH2:28]2)[CH:26]=[CH:25][CH:24]=[CH:23][CH:22]=1 |f:3.4|. Procedure details: 63 mg (96%) of target compound was obtained by using a method same as in Example 1 by using 3-(1-phenyl-5-(thiophene2-yl)-1H-pyrazol-3-yl)-propanal (40 mg, 0.142 mmol), 1-phenylpiperazine (0.021 mL, 0.142 mmol), DIPEA (0.040 mL, 0.213 mmol) and NaBH(OAc)3 (90 mg, 0.426 mmol). Reaction SMILES: C(ON=O)(C)(C)C.Br[CH:9]1[CH2:14][CH2:13][CH2:12][CH:11]=[CH:10]1.[N+:15]([C:18]1[CH:19]=[C:20]([CH:22]=[C:23]([N+:25]([O-:27])=[O:26])[CH:24]=1)N)([O-:17])=[O:16]>CC#N>[N+:15]([C:18]1[CH:19]=[C:20]([CH:14]2[CH2:13][CH2:12][CH2:11][CH:10]=[CH:9]2)[CH:22]=[C:23]([N+:25]([O-:27])=[O:26])[CH:24]=1)([O-:17])=[O:16]. Conditions: temperature 26.5 celsius, time 1 hour. The reactants are C(C)(C)(C)ON=O (t-butylnitrite), BrC1C=CCCC1 (3-bromocyclohexene), [N+](=O)([O-])C=1C=C(N)C=C(C1)[N+](=O)[O-] (3,5-dinitroaniline). Product: [N+](=O)([O-])C=1C=C(C=C(C1)[N+](=O)[O-])C1C=CCCC1 (3-(3,5-dinitrophenyl)cyclohexene). Procedure details: To a solution of t-butylnitrite (119 μl, 1.0 mmol) and 3-bromocyclohexene (860 μl, 7.5 mmol) in CH3CN (0.5 ml), 3,5-dinitroaniline (92 mg, 0.5 mmol) was added during 10 minutes, while maintaining the temperature of the reaction mixture at 23-30° C. After stirring for one hour at room temperature the volatile material in the reaction mixture was removed at reduced pressure. Column chromatography (heptane-ethyl acetate 23:2) followed by preparative HPLC gave 15 mg (12%) of 3-(3,5-dinitrophenyl)cyc... The solvent is CC#N (CH3CN). The yield is 12.1%. Run in C(C)O (ethanol). Reactants: Cl (hydrochloric acid), C(C)OC(=O)[C@H]1CN(CCC1)CCO\C=C(/C1=C(C=CC=C1)C)\C1=CC(=CC=C1)OC (Z-(R)-1-[2-[[2-(3-Methoxyphenyl)-2-(2-methylphenyl) ethenyl]oxy]ethyl]-3-piperidine carboxylic acid ethyl ester), [OH-].[Na+] (sodium hydroxide), ice, Cl (hydrochloric acid). RXN SMILES: C([O:3][C:4]([C@@H:6]1[CH2:11][CH2:10][CH2:9][N:8]([CH2:12][CH2:13][O:14]/[CH:15]=[C:16](/[C:24]2[CH:29]=[CH:28][CH:27]=[C:26]([O:30][CH3:31])[CH:25]=2)\[C:17]2[CH:22]=[CH:21][CH:20]=[CH:19][C:18]=2[CH3:23])[CH2:7]1)=[O:5])C.[OH-].[Na+].[ClH:34]>C(O)C>[ClH:34].[CH3:31][O:30][C:26]1[CH:25]=[C:24](/[C:16](/[C:17]2[CH:22]=[CH:21][CH:20]=[CH:19][C:18]=2[CH3:23])=[CH:15]/[O:14][CH2:13][CH2:12][N:8]2[CH2:9][CH2:10][CH2:11][C@@H:6]([C:4]([OH:5])=[O:3])[CH2:7]2)[CH:29]=[CH:28][CH:27]=1 |f:1.2,5.6|. Run at time 6 hour. Procedure details: E or Z-(R)-1-[2-[[2-(3-Methoxyphenyl)-2-(2-methylphenyl) ethenyl]oxy]ethyl]-3-piperidine carboxylic acid ethyl ester (0.50 g, 0.0012 mol) (prepared as described in Method D) was dissolved in ethanol (15 ml) and 12 N sodium hydroxide solution (0.2 ml) was introduced. After stirring the solution at room temperature for 6 h, ice (100 g) was added, and the pH of the reaction mixture was adjusted to ca. 7 with 37% hydrochloric acid solution Dichloromethane (200 ml) was added, and the pH was further a... Product: Cl.COC=1C=C(C=CC1)/C(=C/OCCN1C[C@@H](CCC1)C(=O)O)/C1=C(C=CC=C1)C (Z-(R)-1-[2-[[2-(3-Methoxyphenyl)-2-(2-methylphenyl) ethenyl]oxy]ethyl]-3-piperidine carboxylic acid hydrochloride). Reactants: CCOC(=O)C(C)(Cc1ccc(OCCC2CN(Cc3ccc(OC(F)(F)F)cc3)C(=O)N2C)cc1)OCC, CCO, [Na+], [OH-]. Product: CCOC(C)(Cc1ccc(OCCC2CN(Cc3ccc(OC(F)(F)F)cc3)C(=O)N2C)cc1)C(=O)O. Reaction SMILES: [CH2:1]([CH3:2])[O:3][C:4]([C:5]([CH2:6][c:7]1[cH:8][cH:9][c:10]([O:13][CH2:14][CH2:15][CH:16]2[N:17]([CH3:34])[C:18](=[O:33])[N:19]([CH2:21][c:22]3[cH:23][cH:24][c:25]([O:28][C:29]([F:30])([F:31])[F:32])[cH:26][cH:27]3)[CH2:20]2)[cH:11][cH:12]1)([CH3:35])[O:36][CH2:37][CH3:38])=[O:39].[CH3:42][CH2:43][OH:44].[Na+:41].[OH-:40]>>[O:3]=[C:4]([C:5]([CH2:6][c:7]1[cH:8][cH:9][c:10]([O:13][CH2:14][CH2:15][CH:16]2[N:17]([CH3:34])[C:18](=[O:33])[N:19]([CH2:21][c:22]3[cH:23][cH:24][c:25]([O:28][C:29]([F:30])([F:31])[F:32])[cH:26][cH:27]3)[CH2:20]2)[cH:11][cH:12]1)([CH3:35])[O:36][CH2:37][CH3:38])[OH:39]. RXN SMILES: [CH3:18][C:19]([O-:20])=[O:21].[CH3:22][OH:23].[Cl:1][CH:2]([CH2:3][S:4][CH2:5][CH2:6][NH:7][C:8](=[N:9][CH3:10])[NH:11][C:12]#[N:13])[C:14]([CH3:15])=[O:16].[Na+:17]>>[CH:2]([CH2:3][S:4][CH2:5][CH2:6][NH:7][C:8](=[N:9][CH3:10])[NH:11][C:12]#[N:13])([C:14]([CH3:15])=[O:16])[O:21][C:19]([CH3:18])=[O:20]. Starting materials: CC(=O)[O-], CO, CN=C(NC#N)NCCSCC(Cl)C(C)=O, [Na+]. Product: CN=C(NC#N)NCCSCC(OC(C)=O)C(C)=O.